Dataset: the Open Reaction Database (ORD), a public repository of structured organic reaction records. Task: describe an organic reaction: reactants, conditions, products, and yield Starting materials: C[C@@H]1N(C[C@H](NC1)C)[C@@H](C1=CC(=CC=C1)OS(=O)(=O)C(F)(F)F)C=1C=C(C(=O)N(C)C2=CC(=CC=C2)F)C=CC1 (3-((alpha-R)-alpha-((2S,5R)-2,5-Dimethyl-1-piperazinyl)-3-(trifluoromethylsulfonyloxy)-benzyl)-N-(3-fluorophenyl)-N-methylbenzamide), BrCCCF (1-bromo-3-fluoropropane), C([O-])([O-])=O.[Na+].[Na+] (sodium carbonate), [I-].[Na+] (sodium iodide). The solvent is C(C)#N (acetonitrile). Conditions: time 3 day. Product: C[C@@H]1N(C[C@H](N(C1)CCCF)C)[C@@H](C1=CC(=CC=C1)O)C=1C=C(C(=O)N(C)C2=CC(=CC=C2)F)C=CC1 (3-((alpha-R)-alpha-((2S,5R)-2,5-Dimethyl-4-(3-fluoropropyl)-1-piperazinyl)-3-hydroxybenzyl)-N-(3-fluorophenyl)-N-methylbenzamide). Isolated yield 64.2%. RXN SMILES: [CH3:1][C@H:2]1[CH2:7][NH:6][C@H:5]([CH3:8])[CH2:4][N:3]1[C@H:9]([C:24]1[CH:25]=[C:26]([CH:38]=[CH:39][CH:40]=1)[C:27]([N:29]([C:31]1[CH:36]=[CH:35][CH:34]=[C:33]([F:37])[CH:32]=1)[CH3:30])=[O:28])[C:10]1[CH:15]=[CH:14][CH:13]=[C:12]([O:16]S(C(F)(F)F)(=O)=O)[CH:11]=1.C(=O)([O-])[O-].[Na+].[Na+].[I-].[Na+].Br[CH2:50][CH2:51][CH2:52][F:53]>C(#N)C>[CH3:1][C@H:2]1[CH2:7][N:6]([CH2:50][CH2:51][CH2:52][F:53])[C@H:5]([CH3:8])[CH2:4][N:3]1[C@H:9]([C:24]1[CH:25]=[C:26]([CH:38]=[CH:39][CH:40]=1)[C:27]([N:29]([C:31]1[CH:36]=[CH:35][CH:34]=[C:33]([F:37])[CH:32]=1)[CH3:30])=[O:28])[C:10]1[CH:15]=[CH:14][CH:13]=[C:12]([OH:16])[CH:11]=1 |f:1.2.3,4.5|. Procedure: 3-((alpha-R)-alpha-((2S,5R)-2,5-Dimethyl-1-piperazinyl)-3-(trifluoromethylsulfonyloxy)-benzyl)-N-(3-fluorophenyl)-N-methylbenzamide (from Example 5, 0.70 g, 1.2 mmol) was combined with anhydrous sodium carbonate powder (0.65 g, 6.1 mmol), 10 mL anhydrous acetonitrile, sodium iodide (0.03 g, 0.2 mmol), and 1-bromo-3-fluoropropane (0.12 mL, 1.3 mmol). The reaction was stirred for three days at room temperature under nitrogen, and then concentrated under reduced pressure. The residue was suspended ... Reactants: C1CCOC1, O=C(O)c1cc(Cl)nc(-c2ccccc2)n1, Cl, [H-], [Na+], OCCO. Product: O=C(O)c1cc(OCCO)nc(-c2ccccc2)n1. RXN SMILES: [CH2:24]1[O:25][CH2:26][CH2:27][CH2:28]1.[Cl:7][c:8]1[cH:9][c:10]([C:20](=[O:21])[OH:22])[n:11][c:12](-[c:14]2[cH:15][cH:16][cH:17][cH:18][cH:19]2)[n:13]1.[ClH:23].[H-:5].[Na+:6].[OH:1][CH2:2][CH2:3][OH:4]>>[OH:1][CH2:2][CH2:3][O:4][c:8]1[cH:9][c:10]([C:20](=[O:21])[OH:22])[n:11][c:12](-[c:14]2[cH:15][cH:16][cH:17][cH:18][cH:19]2)[n:13]1. Reactants: C(C=C)OC1=C(C=CC=C1)C(C(C(=O)OCC)C(=O)OCC)C(OCC)OCC (ethyl 3-(2-allyloxyphenyl)-4,4-diethoxy-2-ethoxycarbonylbutanoate), [O-]CC.[Na+] (sodium ethoxide), CI (methyl iodide). Solvent: CCOCC (ether). Yields the product C(C=C)OC1=C(C=CC=C1)C(C(C(=O)OCC)(C)C(=O)OCC)C(OCC)OCC (ethyl 3-(2-allyloxyphenyl)-4,4-diethoxy-2-ethoxycarbonyl-2-methylbutanoate). As a reaction SMILES: [CH2:1]([O:4][C:5]1[CH:10]=[CH:9][CH:8]=[CH:7][C:6]=1[CH:11]([CH:23]([O:27][CH2:28][CH3:29])[O:24][CH2:25][CH3:26])[CH:12]([C:18]([O:20][CH2:21][CH3:22])=[O:19])[C:13]([O:15][CH2:16][CH3:17])=[O:14])[CH:2]=[CH2:3].[O-][CH2:31]C.[Na+].CI>CCOCC>[CH2:1]([O:4][C:5]1[CH:10]=[CH:9][CH:8]=[CH:7][C:6]=1[CH:11]([CH:23]([O:24][CH2:25][CH3:26])[O:27][CH2:28][CH3:29])[C:12]([C:18]([O:20][CH2:21][CH3:22])=[O:19])([CH3:31])[C:13]([O:15][CH2:16][CH3:17])=[O:14])[CH:2]=[CH2:3] |f:1.2|. Reported procedure: A solution of ethyl 3-(2-allyloxyphenyl)-4,4-diethoxy-2-ethoxycarbonylbutanoate (described in Example 1(i)), in ether is treated with sodium ethoxide and subsequently with methyl iodide to give ethyl 3-(2-allyloxyphenyl)-4,4-diethoxy-2-ethoxycarbonyl-2-methylbutanoate, which is subsequently reacted in a manner similar to that described in Example 1(i) to give 4-(2-allyloxyphenyl)-5-ethoxy-3-methyl-2-oxotetrahydrofuran. Procedure details: The title compound, MS (ISP) m/e=384.1 [(M+H)+], was prepared from (R)—N2-indan-1-yl-4H-benzo[d][1,3]oxazine-2,5-diamine (example 2) and cyclopropylsulfonyl chloride according to the procedure described for example 5. RXN SMILES: [C@H:1]1([NH:10][C:11]2[O:12][CH2:13][C:14]3[C:20]([NH2:21])=[CH:19][CH:18]=[CH:17][C:15]=3[N:16]=2)[C:9]2[C:4](=[CH:5][CH:6]=[CH:7][CH:8]=2)[CH2:3][CH2:2]1.[CH:22]1([S:25](Cl)(=[O:27])=[O:26])[CH2:24][CH2:23]1>>[C@H:1]1([NH:10][C:11]2[O:12][CH2:13][C:14]3[C:20]([NH:21][S:25]([CH:22]4[CH2:24][CH2:23]4)(=[O:27])=[O:26])=[CH:19][CH:18]=[CH:17][C:15]=3[N:16]=2)[C:9]2[C:4](=[CH:5][CH:6]=[CH:7][CH:8]=2)[CH2:3][CH2:2]1. Yields the product [C@H]1(CCC2=CC=CC=C12)NC=1OCC2=C(N1)C=CC=C2NS(=O)(=O)C2CC2 (Cyclopropanesulfonic acid [2-((R)-indan-1-ylamino)-4H-benzo[d][1,3]oxazin-5-yl]-amide). Reactants: [C@H]1(CCC2=CC=CC=C12)NC=1OCC2=C(N1)C=CC=C2N ((R)—N2-Indan-1-yl-4H-benzo[d][1,3]oxazine-2,5-diamine), C1(CC1)S(=O)(=O)Cl (cyclopropylsulfonyl chloride). Reactants: CC1=C(C(N(CO1)C(C(CC(=O)OCC)=O)(C)C)=O)C1=CC=CC=C1 (ethyl 4-(2,3-dihydro-6-methyl-4-oxo-5-phenyl-4H-1,3-oxazin-3-yl)-4-methyl-3-oxo-pentanoate), [H-].[Li+] (lithium hydride), ClC\C=C/CCl (cis-1,4-Dichloro-2-butene). Solvent: COCCOC (1,2-dimethoxyethane), CN(P(=O)(N(C)C)N(C)C)C (hexamethylphosphoramide). Conditions: temperature 65 celsius, time 48 hour. Yields the product CC1=C(C(N(CO1)C(C(=O)C1(CC=CC1)C(=O)OCC)(C)C)=O)C1=CC=CC=C1 (ethyl 1-[2-(2,3-dihydro-6-methyl-4-oxo-5-phenyl-4H-1,3-oxazin-3-yl)-2-methylpropionyl]cyclopent-3-enylcarboxylate). RXN SMILES: [CH3:1][C:2]1[O:7][CH2:6][N:5]([C:8]([CH3:18])([CH3:17])[C:9](=[O:16])[CH2:10][C:11]([O:13][CH2:14][CH3:15])=[O:12])[C:4](=[O:19])[C:3]=1[C:20]1[CH:25]=[CH:24][CH:23]=[CH:22][CH:21]=1.[H-].[Li+].Cl[CH2:29]/[CH:30]=[CH:31]\[CH2:32]Cl>COCCOC.CN(C)P(N(C)C)(N(C)C)=O>[CH3:1][C:2]1[O:7][CH2:6][N:5]([C:8]([CH3:17])([CH3:18])[C:9]([C:10]2([C:11]([O:13][CH2:14][CH3:15])=[O:12])[CH2:32][CH:31]=[CH:30][CH2:29]2)=[O:16])[C:4](=[O:19])[C:3]=1[C:20]1[CH:25]=[CH:24][CH:23]=[CH:22][CH:21]=1 |f:1.2|. Reported procedure: A solution of ethyl 4-(2,3-dihydro-6-methyl-4-oxo-5-phenyl-4H-1,3-oxazin-3-yl)-4-methyl-3-oxo-pentanoate (2.0 g), lithium hydride(0.11 g) in 1,2-dimethoxyethane and hexamethylphosphoramide was stirred at 40° C. for 1 hour. cis-1,4-Dichloro-2-butene was then added, and the mixture stirred at 65° C. for 48 hours. The mixture was extracted with ether, washed with brine, dried (magnesium sulphate), evaporated and purified by column chromatography eluting with ethyl acetate/hexane (1:5) to give ethyl... The reactants are FC(C1=CC=C(C=O)C=C1)(F)F (4-trifluoromethylbenzaldehyde), O (water), CC(C)([O-])C.[K+] (Potassium tert butoxide), [Cl-].COC[P+](C1=CC=CC=C1)(C1=CC=CC=C1)C1=CC=CC=C1 (methoxymethyl triphenyl phosphonium chloride). The solvent is C1CCOC1 (THF), petroleum ether, C1CCOC1 (THF). Conditions: time 1 hour. The product is COC=CC1=CC=C(C=C1)C(F)(F)F (1-(2-Methoxy-vinyl)-4-trifluoromethylbenzene). Isolated yield 60.4%. As a reaction SMILES: CC(C)([O-])C.[K+].[Cl-].[CH3:8][O:9][CH2:10][P+](C1C=CC=CC=1)(C1C=CC=CC=1)C1C=CC=CC=1.[F:30][C:31]([F:41])([F:40])[C:32]1[CH:39]=[CH:38][C:35]([CH:36]=O)=[CH:34][CH:33]=1.O>C1COCC1>[CH3:8][O:9][CH:10]=[CH:36][C:35]1[CH:38]=[CH:39][C:32]([C:31]([F:41])([F:40])[F:30])=[CH:33][CH:34]=1 |f:0.1,2.3|. Reported procedure: Potassium tert butoxide (13.46 g, 0.120 mol) was added to methoxymethyl triphenyl phosphonium chloride (38.30 g, 0.112 mol) in 150 ml dry THF at −30° C. under argon atmosphere and stirred for 1 h. 4-trifluoromethylbenzaldehyde (15.0 g, 0.086 mol) in 60 ml THF was added dropwise at the same temperature and stirring continued for 3 h at room temperature. The reaction mixture was treated with 100 ml water, 150 ml petroleum ether and filtered through celite. Organic layer was separated and the aq. l... Reactants: ClC1=CC(=NC2=CC=C(C=C12)OC(F)(F)F)N1CCS(C2=C(C1)C=CC=C2)(=O)=O (4-(4-Chloro-6-(trifluoromethoxy)quinolin-2-yl)-2,3,4,5-tetrahydro-1,4-benzothiazepine 1,1-dioxide), NC1(COC1)CNC(C(F)(F)F)=O (N-[(3-aminooxetan-3-yl)methyl]-2,2,2-trifluoroacetamide), CC(C)([O-])C.[Na+] (sodium tert-butoxide), O (water). The reagents and catalysts are [Pd](Cl)Cl.C1(=CC=CC=C1)P([C-]1C=CC=C1)C1=CC=CC=C1.[C-]1(C=CC=C1)P(C1=CC=CC=C1)C1=CC=CC=C1.[Fe+2] (1,1′-bis(diphenylphosphino)ferrocene-palladium(II)dichloride), C1(=CC=CC=C1)P([C-]1C=CC=C1)C1=CC=CC=C1.[C-]1(C=CC=C1)P(C1=CC=CC=C1)C1=CC=CC=C1.[Fe+2] (1,1′-bis(diphenylphosphino)ferrocene). Solvent: O1CCOCC1 (1,4-dioxane). Reaction conditions: temperature 120 celsius, time 1.5 hour. Yields the product O=S1(CCN(CC2=C1C=CC=C2)C2=NC1=CC=C(C=C1C(=C2)NC2(COC2)CNC(C(F)(F)F)=O)C)=O (N-[(3-{[2-(1,1-Dioxido-2,3-dihydro-1,4-benzothiazepin-4(5H)-yl)-6-methylquinolin-4-yl]amino}oxetan-3-yl)methyl]-2,2,2-trifluoroacetamide). Isolated yield 26.5%. As a reaction SMILES: Cl[C:2]1[C:11]2[C:6](=[CH:7][CH:8]=[C:9](OC(F)(F)F)[CH:10]=2)[N:5]=[C:4]([N:17]2[CH2:23][C:22]3[CH:24]=[CH:25][CH:26]=[CH:27][C:21]=3[S:20](=[O:29])(=[O:28])[CH2:19][CH2:18]2)[CH:3]=1.[NH2:30][C:31]1([CH2:35][NH:36][C:37](=[O:42])[C:38]([F:41])([F:40])[F:39])[CH2:34][O:33][CH2:32]1.[CH3:43]C(C)([O-])C.[Na+].O>O1CCOCC1.[Pd](Cl)Cl.C1(P(C2C=CC=CC=2)[C-]2C=CC=C2)C=CC=CC=1.[C-]1(P(C2C=CC=CC=2)C2C=CC=CC=2)C=CC=C1.[Fe+2].C1(P(C2C=CC=CC=2)[C-]2C=CC=C2)C=CC=CC=1.[C-]1(P(C2C=CC=CC=2)C2C=CC=CC=2)C=CC=C1.[Fe+2]>[O:28]=[S:20]1(=[O:29])[C:21]2[CH:27]=[CH:26][CH:25]=[CH:24][C:22]=2[CH2:23][N:17]([C:4]2[CH:3]=[C:2]([NH:30][C:31]3([CH2:35][NH:36][C:37](=[O:42])[C:38]([F:39])([F:40])[F:41])[CH2:34][O:33][CH2:32]3)[C:11]3[C:6](=[CH:7][CH:8]=[C:9]([CH3:43])[CH:10]=3)[N:5]=2)[CH2:18][CH2:19]1 |f:2.3,6.7.8.9,10.11.12|. Reported procedure: A solution of 4-(4-chloro-6-methylquinolin-2-yl)-2,3,4,5-tetrahydro-1,4-benzothiazepine 1,1-dioxide (500 mg, 1.341 mmol, prepared in analogy to 4-(4-chloro-6-(trifluoromethoxy)quinolin-2-yl)-2,3,4,5-tetrahydro-1,4-benzothiazepine 1,1-dioxide in Example 17-1), N-[(3-aminooxetan-3-yl)methyl]-2,2,2-trifluoroacetamide (570 mg, 70%, 2.01 mmol), 1,1′-bis(diphenylphosphino)ferrocene-palladium(II)dichloride (99 mg, 0.134 mmol), 1,1′-bis(diphenylphosphino)ferrocene (75 mg, 0.134 mmol), and sodium tert-bu... The reactants are C[Si](C)(C)[N-][Si](C)(C)C.[K+] (KHMDS), C(C)OP(OCC)(=O)CC1=C(C=CC=C1)C(F)(F)F ((2-trifluoromethyl-benzyl)-phosphonic acid diethyl ester), C(C1=CC=CC=C1)N1CC(OCC1)C(=O)C1=CC=CC=C1 (racemic (4-benzyl-morpholin-2-yl)-phenyl-methanone). The solvent is O1CCCC1 (tetrahydrofuran). Reaction conditions: time 2 hour. Product: C(C1=CC=CC=C1)N1CC(OCC1)C=C(C1=C(C=CC=C1)C(F)(F)F)C1=CC=CC=C1 (4-Benzyl-2-[2-Phenyl-2-(2-trifluoromethyl-phenyl)-vinyl]-morpholine). Isolated yield 61.4%. RXN SMILES: [CH3:1][Si]([N-][Si](C)(C)C)(C)C.[K+].C(OP(C[C:20]1[CH:25]=[CH:24][CH:23]=[CH:22][C:21]=1[C:26]([F:29])([F:28])[F:27])(=O)OCC)C.[CH2:30]([N:37]1[CH2:42][CH2:41][O:40][CH:39]([C:43]([C:45]2[CH:50]=[CH:49][CH:48]=[CH:47][CH:46]=2)=O)[CH2:38]1)[C:31]1[CH:36]=[CH:35][CH:34]=[CH:33][CH:32]=1>O1CCCC1>[CH2:30]([N:37]1[CH2:42][CH2:41][O:40][CH:39]([CH:43]=[C:45]([C:50]2[CH:49]=[CH:48][CH:47]=[CH:46][CH:1]=2)[C:20]2[CH:25]=[CH:24][CH:23]=[CH:22][C:21]=2[C:26]([F:27])([F:29])[F:28])[CH2:38]1)[C:31]1[CH:32]=[CH:33][CH:34]=[CH:35][CH:36]=1 |f:0.1|. Reported procedure: To a cooled solution of KHMDS (0.5M in toluene, 50 ml, 25 mmol) at 0° C. in dry tetrahydrofuran (70 ml) under nitrogen is added freshly prepared neat (2-trifluoromethyl-benzyl)-phosphonic acid diethyl ester (5.7 ml, 25 mmol, 1 equiv.). The reaction is warmed to room temperature over 1 hour and then racemic (4-benzyl-morpholin-2-yl)-phenyl-methanone (7 g, 25 mmol in 25 ml of dry tetrahydrofuran) is added dropwise. The reaction is left at room temperature and stirred for 2 hours. At the end of thi...